This data is from the Open Reaction Database (ORD), a public repository of structured organic reaction records. The task is: describe an organic reaction: reactants, conditions, products, and yield The reactants are CSC1=NC(=O)C(=Cc2ccc3ncc(C#N)c(-c4cccnc4)c3c2)S1, CO, N. The product is N#Cc1cnc2ccc(C=C3SC(N)=NC3=O)cc2c1-c1cccnc1. RXN SMILES: [CH3:1][S:2][C:3]1=[N:7][C:6](=[O:8])[C:5](=[CH:9][c:10]2[cH:11][c:12]3[c:13](-[c:22]4[cH:23][n:24][cH:25][cH:26][cH:27]4)[c:14]([C:20]#[N:21])[cH:15][n:16][c:17]3[cH:18][cH:19]2)[S:4]1.[CH3:29][OH:30].[NH3:28]>>[C:3]1([NH2:28])=[N:7][C:6](=[O:8])[C:5](=[CH:9][c:10]2[cH:11][c:12]3[c:13](-[c:22]4[cH:23][n:24][cH:25][cH:26][cH:27]4)[c:14]([C:20]#[N:21])[cH:15][n:16][c:17]3[cH:18][cH:19]2)[S:4]1.